From a dataset of the Open Reaction Database (ORD), a public repository of structured organic reaction records. describe an organic reaction: reactants, conditions, products, and yield The reactants are ClC1=C(C=C(C=C1)C)[N+](=O)[O-] (4-chloro-3-nitro-toluene), S.[Na] (sodium hydrogen sulfide). Run in O (water). Yields the product ClC1=C(C=C(C=C1)C)N (4-chloro-3-amino-toluene). Yield: 60.0%. As a reaction SMILES: [Cl:1][C:2]1[CH:7]=[CH:6][C:5]([CH3:8])=[CH:4][C:3]=1[N+:9]([O-])=O.S.[Na]>O>[Cl:1][C:2]1[CH:7]=[CH:6][C:5]([CH3:8])=[CH:4][C:3]=1[NH2:9] |f:1.2,^1:12|. Procedure: 514 Parts of 4-chloro-3-nitro-toluene and 300 parts of water were reacted in the same manner as described in Example 1 at from 90° to 95°C with 1446 parts of a 36% aqueous sodium hydrogen sulfide solution while stirring. Then, the 4-chloro-3-amino-toluene which had formed as by-product was eliminated by steam distillation. After cooling to 20° - 30°C, 1,210 parts of sodium sulfite (Na2SO3 . 7 H2O) and 430 parts of xylene were successively added and the pH was adjusted at 6 at a temperature withi... Starting materials: COC1=C2CCC(C2=CC=C1OC)=O (4, 5-dimethoxy-1-indanone), C(CCC)ON=O (n-butylnitrite), Cl (HCl), COC1=C2CC(C(C2=CC=C1OC)=O)=NO (4,5-dimethoxy-2-oximino-1-indanone). Run in CO (methanol). The product is Cl.COC1=C2CC(CC2=CC=C1OC)N (4,5-dimethoxy-2-aminoindan hydrochloride). RXN SMILES: COC1C(OC)=CC=C2C=1CCC2=O.C(ON=O)CCC.[ClH:22].[CH3:23][O:24][C:25]1[C:33]([O:34][CH3:35])=[CH:32][CH:31]=[C:30]2[C:26]=1[CH2:27][C:28](=[N:37]O)[C:29]2=O>CO>[ClH:22].[CH3:23][O:24][C:25]1[C:33]([O:34][CH3:35])=[CH:32][CH:31]=[C:30]2[C:26]=1[CH2:27][CH:28]([NH2:37])[CH2:29]2 |f:5.6|. Procedure details: In a procedure described by Cannon, J. G. et al. in J. Med. Chem., V.25, p. 1442 (1982), 4, 5-dimethoxy-1-indanone is reacted with n-butylnitrite in methanol and upon acidification with HCl, 4,5-dimethoxy-2-oximino-1-indanone is recovered as a precipitate. This is added to a major amount of glacial acetic acid and a minor amount of concentrated sulfuric acid and hydrogenated over a palladium on carbon catalyst to produce 4,5-dimethoxy-2-aminoindan hydrochloride, which is then recovered. Reactants: CC1(C=2C=CC(=CC2C(=CC1)C1=CC=C(C=C1)O[Si](C)(C)CC(C)C)C#CC1=CC=C(C(=O)OCC)C=C1)C (ethyl 4-[(5,6-dihydro-5,5-dimethyl-8-(4-((2,2-dimethylethyl)dimethylsiloxy)phenyl)-2-naphthalenyl)ethynyl]benzoate), CC1(C=2C=CC(=CC2C(=CC1)C1=CC=C(C=C1)O[Si](C)(C)CC(C)C)C#CC1=CC=C(C(=O)OCC)C=C1)C (ethyl 4-[(5,6-dihydro-5,5-dimethyl-8-(4-((2,2-dimethylethyl)dimethylsiloxy)phenyl)-2-naphthalenyl)ethynyl]benzoate), CC1(C=2C=CC(=CC2C(=CC1)OS(=O)(=O)C(F)(F)F)C#CC1=CC=C(C(=O)OCC)C=C1)C (ethyl 4-[(5,6-dihydro-5,5-dimethyl-8-(trifluoromethylsulfonyl)oxy-2-naphthalenyl)ethynyl]benzoate), CC1(C=2C=CC(=CC2C(=CC1)OS(=O)(=O)C(F)(F)F)C#CC1=CC=C(C(=O)OCC)C=C1)C (ethyl 4-[(5,6-dihydro-5,5-dimethyl-8-(trifluoromethylsulfonyl)oxy-2-naphthalenyl)ethynyl]benzoate). Product: CC1(C=2C=CC(=CC2C(=CC1)C=1OC=CC1)C#CC1=CC=C(C(=O)OCC)C=C1)C (Ethyl 4-[(5,6-Dihydro-5,5-dimethyl-8-(2-furyl)-2-naphthalenyl)ethynyl]benzoate). RXN SMILES: [CH3:1][C:2]1([CH3:39])[CH2:11][CH:10]=[C:9]([C:12]2C=C[C:15]([O:18][Si](CC(C)C)(C)C)=[CH:14][CH:13]=2)[C:8]2[CH:7]=[C:6]([C:26]#[C:27][C:28]3[CH:38]=[CH:37][C:31]([C:32]([O:34][CH2:35][CH3:36])=[O:33])=[CH:30][CH:29]=3)[CH:5]=[CH:4][C:3]1=2.CC1(C)CC=C(OS(C(F)(F)F)(=O)=O)C2C=C(C#CC3C=CC(C(OCC)=O)=CC=3)C=CC1=2>>[CH3:39][C:2]1([CH3:1])[CH2:11][CH:10]=[C:9]([C:12]2[O:18][CH:15]=[CH:14][CH:13]=2)[C:8]2[CH:7]=[C:6]([C:26]#[C:27][C:28]3[CH:38]=[CH:37][C:31]([C:32]([O:34][CH2:35][CH3:36])=[O:33])=[CH:30][CH:29]=3)[CH:5]=[CH:4][C:3]1=2. Procedure details: Employing the same general procedure as for the preparation of ethyl 4-[(5,6-dihydro-5,5-dimethyl-8-(4-methylphenyl)-2-naphthalenyl)ethynyl]benzoate (Compound 1), 250.0 mg (0.52 mmol) of ethyl 4-[(5,6-dihydro-5,5-dimethyl-8-(trifluoromethylsulfonyl)oxy-2-naphthalenyl)ethynyl]benzoate (Compound G) was converted into the title compound (colorless solid) using 142.4 mg (1.045 mmol) of zinc chloride, 24.1 mg (0.02 mmol) of tetrakis(triphenylphosphine)palladium(0) and 2-lithiofuran (prepared by the a... Starting materials: C(C)N(CCOC1=CC=C(C=C1)N)CC (4-[2-(diethylamino)ethoxy]benzenamine), CS(=O)(=O)OS(=O)(=O)C (methanesulfonic anhydride). Solvent: C(C)#N (acetonitrile). Reaction conditions: temperature 0 celsius, time 4 hour. The product is CS(=O)(=O)O.C(C)N(CCOC1=CC=C(C=C1)NS(=O)(=O)C)CC (N-[4-[2-(Diethylamino)ethoxy]phenyl]methanesulfonamide methanesulfonic acid salt). Reaction SMILES: [CH2:1]([N:3]([CH2:14][CH3:15])[CH2:4][CH2:5][O:6][C:7]1[CH:12]=[CH:11][C:10]([NH2:13])=[CH:9][CH:8]=1)[CH3:2].[CH3:16][S:17]([O:20]S(C)(=O)=O)(=[O:19])=[O:18]>C(#N)C>[CH3:16][S:17]([OH:20])(=[O:19])=[O:18].[CH2:14]([N:3]([CH2:1][CH3:2])[CH2:4][CH2:5][O:6][C:7]1[CH:8]=[CH:9][C:10]([NH:13][S:17]([CH3:16])(=[O:19])=[O:18])=[CH:11][CH:12]=1)[CH3:15] |f:3.4|. Reported procedure: To a solution of 2.8 g (12.4 mmol) of 4-[2-(diethylamino)ethoxy]benzenamine dissolved in 30 mL of acetonitrile cooled to 0° C. add 2.6 g (15 mmol) of methanesulfonic anhydride. Stir the reaction mixture for 4 h at ambient temperature. Remove the solvent in vacuo and recrystallize the residue from acetonitrile/ethyl acetate to obtain the title compound. The reactants are C1CO1 (ethylene oxide), CCCCCCCCCC=1C=CC(=CC1)O (nonylphenol), C(C(O)C)(=O)O (lactic acid), C1CO1 (ethylene oxide). The reagents and catalysts are CCCCCCCCCC=1C=CC(=CC1)O (nonylphenol), [OH-].[Na+] (sodium hydroxide). Product: CCCCCCCCCC1=CC=C(C=C1)OCCO (nonylphenol ethoxylate). RXN SMILES: [CH2:1]1[O:3][CH2:2]1.[CH3:4][CH2:5][CH2:6][CH2:7][CH2:8][CH2:9][CH2:10][CH2:11][CH2:12][C:13]1[CH:14]=[CH:15][C:16]([OH:19])=[CH:17][CH:18]=1.C(O)(=O)C(C)O>CCCCCCCCCC1C=CC(O)=CC=1.[OH-].[Na+]>[CH3:4][CH2:5][CH2:6][CH2:7][CH2:8][CH2:9][CH2:10][CH2:11][CH2:12][C:13]1[CH:14]=[CH:15][C:16]([O:19][CH2:1][CH2:2][OH:3])=[CH:17][CH:18]=1 |f:4.5|. Procedure: In a stainless steel reactor having an inner volume of 1,000 ml and provided with a thermometer, a pressure gauge, and a stirrer, 200 g of nonylphenol (molecular weight 221), 0.6 g of sodium hydroxide as a catalyst, and 400 g of ethylene oxide were heated at 150° C. under pressure of 6.0 kg/cm2G of reaction. The resultant averagely 10-mole ethylene oxide adduct of nonylphenol and 2.7 g of an aqueous 50 wt% lactic acid solution added thereto were thoroughly stirred. The nonylphenol ethoxylate obt... Reactants: [O-]C#N.[K+] (potassium cyanate), O (water), CCCCC (pentane), C(C)(C)(C)N=NC(C)(C)Cl (2-t-butylazo-2-chloropropane). Run in C(C)(C)O (isopropanol). Conditions: temperature 5 celsius, time 2 hour. Product: C(C)(C)(C)N=NC(C)(C)N=C=O (2-t-Butylazo-2-isocyanatopropane). RXN SMILES: [O-:1][C:2]#[N:3].[K+].CCCCC.[C:10]([N:14]=[N:15][C:16](Cl)([CH3:18])[CH3:17])([CH3:13])([CH3:12])[CH3:11].O>C(O)(C)C>[C:10]([N:14]=[N:15][C:16]([N:3]=[C:2]=[O:1])([CH3:18])[CH3:17])([CH3:13])([CH3:12])[CH3:11] |f:0.1|. Procedure details: To a stirred solution of 40.5 grams (0.5 moles) of potassium cyanate in 250 ml of 75% aqueous isopropanol in a 2 liter jacketed reactor, cooled to 5° C., was added the above pentane solution of 2-t-butylazo-2-chloropropane over 15 minutes, holding the reaction temperature at 10°-20° C. After the addition was complete, the reaction mixture was stirred an additional 2 hours at room temperature, 500 ml of water added and the reaction stirred until the salts dissolved. The pentane layer was separate... Reactants: C(#N)C=1SC=CC1CO (2-cyano-3-hydroxymethylthiophene), C1(=CC=CC=C1)P(C1=CC=CC=C1)C1=CC=CC=C1 (triphenylphosphine), BrC(Br)(Br)Br (tetrabromomethane). Run in C1CCOC1 (THF). Run at time 3 hour. The product is BrCC1=C(SC=C1)C#N (3-Bromomethyl-2-cyanothiophene). Isolated yield 110.7%. RXN SMILES: [C:1]([C:3]1[S:4][CH:5]=[CH:6][C:7]=1[CH2:8]O)#[N:2].C1(P(C2C=CC=CC=2)C2C=CC=CC=2)C=CC=CC=1.[Br:29]C(Br)(Br)Br>C1COCC1>[Br:29][CH2:8][C:7]1[CH:6]=[CH:5][S:4][C:3]=1[C:1]#[N:2]. Procedure: 11.7 g (84.07 mmol) of 2-cyano-3-hydroxymethylthiophene were dissolved together with 24.1 g (91.87 mmol) of triphenylphosphine in 100 ml of THF at room temperature and, while cooling (ice bath), 30.47 g (91.87 mmol) of tetrabromomethane were added in portions. Stirring at room temperature for 3 hours was followed by concentration under reduced pressure and purification by chromatography on silica gel (methylene chloride/petroleum ether) to result in 18.8 g of pale yellow crystalline product stil...